From a dataset of the Open Reaction Database (ORD), a public repository of structured organic reaction records. describe an organic reaction: reactants, conditions, products, and yield Starting materials: 10, CC1=CC2=C(C=C1)NC3=CC4=C(C=C3C2=O)NC5=C(C4=O)C=C(C=C5)C (2,9-dimethylquinacridone), CS(=O)(=O)O (methanesulfonic acid), CC1=CC2=C(C=C1)NC3=CC4=C(C=C3C2=O)NC5=C(C4=O)C=C(C=C5)C (2,9-dimethylquinacridone), CC1=CC2=C(C=C1)NC3=CC4=C(C=C3C2=O)NC5=C(C4=O)C=C(C=C5)C (2,9-dimethylquinacridone). Conditions: temperature 80 celsius, time 10 minute. Yields the product C1=CC=C2C(=C1)C(=O)C3=CC4=C(C=C3N2)C(=O)C5=CC=CC=C5N4 (quinacridone). As a reaction SMILES: C[C:2]1[CH:7]=[CH:6][C:5]2[NH:8][C:9]3[C:14]([C:15](=[O:16])[C:4]=2[CH:3]=1)=[CH:13][C:12]1[NH:17][C:18]2[CH:25]=[CH:24][C:23](C)=[CH:22][C:19]=2[C:20](=[O:21])[C:11]=1[CH:10]=3.CS(O)(=O)=O>>[CH:23]1[CH:22]=[C:19]2[C:20]([C:11]3[C:12]([NH:17][C:18]2=[CH:25][CH:24]=1)=[CH:13][C:14]1[C:15]([C:4]2[C:5]([NH:8][C:9]=1[CH:10]=3)=[CH:6][CH:7]=[CH:2][CH:3]=2)=[O:16])=[O:21]. Reported procedure: In the present example, 2,9-dimethylquinacridone is used as a pigment. A total of 10 parts by weight of 2,9-dimethylquinacridone is placed in a pear-shaped flask with a capacity of 300 mL, and 80 parts by weight of methanesulfonic acid is added thereto under normal temperature. The pear-shaped flask is immersed in oil bath heated to 80° C., and heating and stirring are performed for 10 min under an argon gas atmosphere. The 2,9-dimethylquinacridone is dissolved and a quinacridone pigment solutio... Starting materials: NC1=NC=CC(=C1[N+](=O)[O-])C (2-amino-4-methyl-3nitropyridine), CN(C1=CC=CC=C1)C (N,N-dimethylaniline), C(CCC)(=O)Cl (butyryl chloride). Solvent: C(C)(=O)OCC (ethyl acetate). Run at temperature 100 celsius, time 5 hour. Yields the product C(CCC)(=O)NC1=NC=CC(=C1[N+](=O)[O-])C (2-butyrylamino-4-methyl-3-nitropyridine). RXN SMILES: [NH2:1][C:2]1[C:7]([N+:8]([O-:10])=[O:9])=[C:6]([CH3:11])[CH:5]=[CH:4][N:3]=1.CN(C)C1C=CC=CC=1.[C:21](Cl)(=[O:25])[CH2:22][CH2:23][CH3:24]>C(OCC)(=O)C>[C:21]([NH:1][C:2]1[C:7]([N+:8]([O-:10])=[O:9])=[C:6]([CH3:11])[CH:5]=[CH:4][N:3]=1)(=[O:25])[CH2:22][CH2:23][CH3:24]. Procedure: A mixture of 2-amino-4-methyl-3nitropyridine (5.0 g) and N,N-dimethylaniline (8.5 ml) was heated at 100° C. under nitrogen atmosphere. To the solution was added butyryl chloride (3.5 ml) and the mixture was stirred at 100° C. for 5 hours. After being cooled to room temperature, ethyl acetate was added to the reaction mixture. The organic layer was separated and washed successively with water and brine. The solution was dried over magnesium sulfate and the solvent was evaporated in vacuo. The res... The reactants are C(CCC(=O)O)(=O)O (succinic acid), CC=1C=C(CN2C=NC=C2)C=CC1C (1-(3,4-dimethylbenzyl)imidazole). Run in C(C)O (ethanol), C(C)O (ethanol). Reaction conditions: time 0.25 hour. Yields the product C(CCC(=O)O)(=O)O.CC=1C=C(CN2C=NC=C2)C=CC1C (1-(3,4-dimethylbenzyl)imidazole hydrogen succinate). RXN SMILES: [C:1]([OH:8])(=[O:7])[CH2:2][CH2:3][C:4]([OH:6])=[O:5].[CH3:9][C:10]1[CH:11]=[C:12]([CH:19]=[CH:20][C:21]=1[CH3:22])[CH2:13][N:14]1[CH:18]=[CH:17][N:16]=[CH:15]1>C(O)C>[C:1]([OH:8])(=[O:7])[CH2:2][CH2:3][C:4]([OH:6])=[O:5].[CH3:9][C:10]1[CH:11]=[C:12]([CH:19]=[CH:20][C:21]=1[CH3:22])[CH2:13][N:14]1[CH:18]=[CH:17][N:16]=[CH:15]1 |f:3.4|. Reported procedure: A hot solution of succinic acid (0.295 g, 0.0025 mol) in ethanol (20 ml) was added to a stirred, hot solution of 1-(3,4-dimethylbenzyl)imidazole (0.46 g, 0.0025 mol) in hot ethanol (10 ml). After boiling for 0.25 h, the solution was evaporated under reduced pressure to afford a white solid. Recrystallisation of the solid from ethyl acetate/petroleum ether (b.p. 40°-60°) afforded 1-(3,4-dimethylbenzyl)imidazole hydrogen succinate as white crystals, m.p. 134°-135° The reactants are [N+](=O)([O-])C1=CC=C(C=C1)C1(CCOCC1)CN (C-[4-(4-Nitro-phenyl)-tetrahydro-pyran-4-yl]-methylamine), BrCCOC (1-bromo-2-methoxy-ethane). Solvent: CCOC(=O)C (EtOAc), C1CCOC1 (THF). Product: COCCNCC1(CCOCC1)C1=CC=C(C=C1)[N+](=O)[O-] ((2-Methoxy-ethyl)-[4-(4-nitro-phenyl)-tetrahydro-pyran-4-ylmethyl]-amine). RXN SMILES: [N+:1]([C:4]1[CH:9]=[CH:8][C:7]([C:10]2([CH2:16][NH2:17])[CH2:15][CH2:14][O:13][CH2:12][CH2:11]2)=[CH:6][CH:5]=1)([O-:3])=[O:2].Br[CH2:19][CH2:20][O:21][CH3:22]>C1COCC1.CCOC(C)=O>[CH3:22][O:21][CH2:20][CH2:19][NH:17][CH2:16][C:10]1([C:7]2[CH:8]=[CH:9][C:4]([N+:1]([O-:3])=[O:2])=[CH:5][CH:6]=2)[CH2:15][CH2:14][O:13][CH2:12][CH2:11]1. Reported procedure: A solution of C-[4-(4-nitro-phenyl)-tetrahydro-pyran-4-yl]-methylamine (as prepared in Example 73, step (b)) in THF is treated with 1-bromo-2-methoxy-ethane and TEA. The mixture is diluted with EtOAc and washed with water. The organic layer is dried (MgSO4) and concentrated in vacuo. The residue is purified by silica gel chromatography with the appropriate solvent to afford the title compound. The reactants are C(C1=CC=CC=C1)OC(=O)N(C)C1=C2C=CC=C(C2=CC=C1)S(=O)(=O)Cl (5-(N-benzyloxycarbonyl-N-methylamino)-1-naphthalenesulphonyl chloride), O (water), NC1=NC=C(N=C1OC)Br (2-Amino-5-bromo-3-methoxypyrazine), [H-].[Na+] (sodium hydride). The solvent is C(OC)COC (dimethoxyethane), C(OC)COC (dimethoxyethane). Run at time 10 minute. Product: C(C1=CC=CC=C1)OC(=O)N(C)C1=C2C=CC=C(C2=CC=C1)S(=O)(=O)NC1=NC=C(N=C1OC)Br (5-(N-benzyloxycarbonyl-N-methylamino)-N-(5-bromo-3-methoxy-2-pyrazinyl)-1-naphthalenesulphonamide). The yield is 61.0%. Reaction SMILES: [NH2:1][C:2]1[C:7]([O:8][CH3:9])=[N:6][C:5]([Br:10])=[CH:4][N:3]=1.[H-].[Na+].[CH2:13]([O:20][C:21]([N:23]([C:25]1[CH:34]=[CH:33][CH:32]=[C:31]2[C:26]=1[CH:27]=[CH:28][CH:29]=[C:30]2[S:35](Cl)(=[O:37])=[O:36])[CH3:24])=[O:22])[C:14]1[CH:19]=[CH:18][CH:17]=[CH:16][CH:15]=1.O>C(COC)OC>[CH2:13]([O:20][C:21]([N:23]([C:25]1[CH:34]=[CH:33][CH:32]=[C:31]2[C:26]=1[CH:27]=[CH:28][CH:29]=[C:30]2[S:35]([NH:1][C:2]1[C:7]([O:8][CH3:9])=[N:6][C:5]([Br:10])=[CH:4][N:3]=1)(=[O:36])=[O:37])[CH3:24])=[O:22])[C:14]1[CH:15]=[CH:16][CH:17]=[CH:18][CH:19]=1 |f:1.2|. Procedure details: 2-Amino-5-bromo-3-methoxypyrazine (0.3 g) was added to a stirred suspension of sodium hydride (60% dispersion in oil; 0.15 g) in dimethoxyethane (5 ml). After 10 minutes, 5-(N-benzyloxycarbonyl-N-methylamino)-1-naphthalenesulphonyl chloride (0.6 g) in dimethoxyethane (2 ml) was added and stirring was continued for 2 hours. The mixture was poured into water (20 ml) and washed with ethyl acetate (20 ml). The aqueous layer was acidified with concentrated hydrochloric acid to pH2 and extracted with ... Starting materials: C(C)O (Ethanol), ClC(=O)OC(C)Cl (1-Chloroethyl chloroformate), C(C1=CC=CC=C1)(C1=CC=CC=C1)N1CC(C1)C1=COC2=C1C=CC=C2 (1-benzhydryl-3-(benzofuran-3-yl)azetidine), ClC(=O)OC(C)Cl (1-chloroethyl chloroformate). Run in ClCCl (dichloromethane). Run at temperature 0 celsius, time 4 hour. The product is Cl.O1C=C(C2=C1C=CC=C2)C2CNC2 (3-(Benzofuran-3-yl)azetidine hydrochloride). Isolated yield 133.5%. Reaction SMILES: [Cl:1]C(OC(Cl)C)=O.C([N:21]1[CH2:24][CH:23]([C:25]2[C:29]3[CH:30]=[CH:31][CH:32]=[CH:33][C:28]=3[O:27][CH:26]=2)[CH2:22]1)(C1C=CC=CC=1)C1C=CC=CC=1.C(O)C>ClCCl>[ClH:1].[O:27]1[C:28]2[CH:33]=[CH:32][CH:31]=[CH:30][C:29]=2[C:25]([CH:23]2[CH2:22][NH:21][CH2:24]2)=[CH:26]1 |f:4.5|. Procedure details: 1-Chloroethyl chloroformate (18 μL, 0.16 mmol) was added to a solution of 1-benzhydryl-3-(benzofuran-3-yl)azetidine (52 mg, 0.15 mmol) in dichloromethane (1.5 mL) at 0° C. The reaction mixture was stirred for 15 minutes at 0° C. and for 4 hours at room temperature. An additional amount of 1-chloroethyl chloroformate (8 μL, 0.07 mmol) was added and stirring continued for 1 hour at room temperature. Ethanol (1.5 mL) was added and the reaction mixture was stirred for 3 days at room temperature. Aft... Starting materials: FC(C(=O)[O-])(F)F (trifluoroacetate), ClC=1C=CC(=NC1)NC(C1=C(C=CC=C1)NC(=O)OC1CCN(CC1)C(=O)OC(C)(C)C)=O (N-(5-chloropyridin-2-yl)-2-[(1-tert-butoxycarbonylpiperidin-4-yloxycarbonyl)amino]benzamide). The product is FC(C(=O)O)(F)F.ClC=1C=CC(=NC1)NC(C1=C(C=CC=C1)NC(=O)OC1CCNCC1)=O (N-(5-Chloropyridin-2-yl)-2-[(piperidin-4-yloxycarbonyl)amino]benzamide Trifluoroacetic Acid Salt). Isolated yield 99.0%. As a reaction SMILES: [Cl:1][C:2]1[CH:3]=[CH:4][C:5]([NH:8][C:9](=[O:33])[C:10]2[CH:15]=[CH:14][CH:13]=[CH:12][C:11]=2[NH:16][C:17]([O:19][CH:20]2[CH2:25][CH2:24][N:23](C(OC(C)(C)C)=O)[CH2:22][CH2:21]2)=[O:18])=[N:6][CH:7]=1.[F:34][C:35]([F:40])([F:39])[C:36]([O-:38])=[O:37]>>[F:34][C:35]([F:40])([F:39])[C:36]([OH:38])=[O:37].[Cl:1][C:2]1[CH:3]=[CH:4][C:5]([NH:8][C:9](=[O:33])[C:10]2[CH:15]=[CH:14][CH:13]=[CH:12][C:11]=2[NH:16][C:17]([O:19][CH:20]2[CH2:21][CH2:22][NH:23][CH2:24][CH2:25]2)=[O:18])=[N:6][CH:7]=1 |f:2.3|. Reported procedure: Using a similar procedure to that described in Example 9-B, N-(5-chloropyridin-2-yl)-2-[(1-tert-butoxycarbonylpiperidin-4-yloxycarbonyl)amino]benzamide (1.90 g, 4.00 mmol) yielded 1.95 g (99%) of the titled compound as a trifluoroacetate salt.